From a dataset of the Open Reaction Database (ORD), a public repository of structured organic reaction records. describe an organic reaction: reactants, conditions, products, and yield The reactants are C(C1=CC=CC=C1)(=O)NNC(=S)N (Benzoyl thiosemicarbazide), [OH-].[K+] (potassium hydroxide). Solvent: C(C)O (ethanol). The product is C1(=CC=CC=C1)C=1N=NC(N1)=S (3-phenyl-1,2,4-triazole-5-thione). As a reaction SMILES: [C:1]([NH:9][NH:10][C:11]([NH2:13])=[S:12])(=O)[C:2]1[CH:7]=[CH:6][CH:5]=[CH:4][CH:3]=1.[OH-].[K+]>C(O)C>[C:2]1([C:1]2[N:9]=[N:10][C:11](=[S:12])[N:13]=2)[CH:7]=[CH:6][CH:5]=[CH:4][CH:3]=1 |f:1.2|. Procedure: The starting material 2-bromo-5-nitrothiazole was prepared by treating 2-amino-5-nitrothiazole (Aldrich) with sodium nitrite and hydrogen bromide (Fr. Demande 2,015,434, 1970). 3-Phenyl-1,2,4-triazole-5-thione (E. Hogarth, J. Chem. Soc. (1949) 1163) was prepared by first reacting benzoyl chloride with thiosemicarbazide in pyridine at 0° C. to give benzoyl thiosemicarbazide. Benzoyl thiosemicarbazide was treated with potassium hydroxide in ethanol to give 3-phenyl-1,2,4-triazole-5-thione. 3-Pheny... Starting materials: O=C1c2ccccc2C(=O)N1CCBr, c1ccc2c(c1)Cn1cccc1C1CNCCN21. The product is O=C1c2ccccc2C(=O)N1CCN1CCN2c3ccccc3Cn3cccc3C2C1. As a reaction SMILES: [Br:19][CH2:20][CH2:21][N:22]1[C:23](=[O:32])[c:24]2[c:25]([cH:28][cH:29][cH:30][cH:31]2)[C:26]1=[O:27].[CH2:1]1[NH:2][CH2:3][CH2:4][N:5]2[CH:6]1[c:7]1[n:8]([cH:16][cH:17][cH:18]1)[CH2:9][c:10]1[c:11]2[cH:12][cH:13][cH:14][cH:15]1>>[CH2:1]1[N:2]([CH2:20][CH2:21][N:22]2[C:23](=[O:32])[c:24]3[c:25]([cH:28][cH:29][cH:30][cH:31]3)[C:26]2=[O:27])[CH2:3][CH2:4][N:5]2[CH:6]1[c:7]1[n:8]([cH:16][cH:17][cH:18]1)[CH2:9][c:10]1[c:11]2[cH:12][cH:13][cH:14][cH:15]1. Reactants: FC=1C(=C(C=CC1)C(CC(C(=O)O)=O)(C)C)OC (4-(3-fluoro-2-methoxyphenyl)-4-methyl-2-oxo-pentanoic acid), C(C)O (ethanol), S(O)(O)(=O)=O (sulfuric acid). The product is C(C)OC(C(CC(C)(C)C1=C(C(=CC=C1)F)OC)=O)=O (4-(3-Fluoro-2-methoxyphenyl)-4-methyl-2-oxo-pentanoic acid ethyl ester). Isolated yield 90.6%. RXN SMILES: [F:1][C:2]1[C:3]([O:17][CH3:18])=[C:4]([C:8]([CH3:16])([CH3:15])[CH2:9][C:10](=[O:14])[C:11]([OH:13])=[O:12])[CH:5]=[CH:6][CH:7]=1.S(=O)(=O)(O)O.[CH2:24](O)[CH3:25]>>[CH2:24]([O:12][C:11](=[O:13])[C:10](=[O:14])[CH2:9][C:8]([C:4]1[CH:5]=[CH:6][CH:7]=[C:2]([F:1])[C:3]=1[O:17][CH3:18])([CH3:16])[CH3:15])[CH3:25]. Reported procedure: 4.14 g (16.28 mmol) of 4-(3-fluoro-2-methoxyphenyl)-4-methyl-2-oxo-pentanoic acid is dissolved in 97 ml of ethanol, mixed with 1.79 ml of sulfuric acid and refluxed for four hours. The ethanol is drawn off in a rotary evaporator, and the residue is carefully mixed with saturated sodium bicarbonate solution until a pH of 9 is reached. It is extracted twice with 100 ml each of ethyl acetate, and the combined organic extracts are washed with water and then with brine. After the desiccant is dried a... Reaction SMILES: [CH3:1][N:2]1[CH2:7][CH2:6][N:5]([C:8]([C:10]2[CH:17]=[CH:16][C:13]([CH:14]=O)=[CH:12][CH:11]=2)=[O:9])[CH2:4][CH2:3]1.[NH:18]1[CH2:23][CH2:22][O:21][CH2:20][CH2:19]1.C(O[BH-](OC(=O)C)OC(=O)C)(=O)C.[Na+].[OH-].[Na+].C1(N)C(F)=C(F)C(F)=C(N)C=1F.[ClH:52].Cl.Cl>C(Cl)Cl.CCOCC.CO.C(O)(=O)C>[ClH:52].[ClH:52].[CH3:1][N:2]1[CH2:7][CH2:6][N:5]([C:8]([C:10]2[CH:17]=[CH:16][C:13]([CH2:14][N:18]3[CH2:23][CH2:22][O:21][CH2:20][CH2:19]3)=[CH:12][CH:11]=2)=[O:9])[CH2:4][CH2:3]1 |f:2.3,4.5,6.7.8,14.15.16|. Run in CCOCC (ether), C(Cl)Cl (DCM), C(C)(=O)O (acetic acid), CO (methanol). Procedure: To a solution of the product of Example 16 (60 mg) and morpholine (0.025 mL) in DCM (5 mL) was added acetic acid (0.015 mL) and sodium triacetoxyborohydride (83 mg). After 16 h the reaction was treated with 1 N NaOH (10 mL) and extracted with DCM (3×20 mL). Organic layers were dried (Na2SO4), concentrated under reduced pressure, and chromatographed on silica gel (4% 2 M methanolic ammonia/DCM) to give the free base product. This material was converted into the dihydrochloride using methanol and ... Yields the product Cl.Cl.CN1CCN(CC1)C(=O)C1=CC=C(C=C1)CN1CCOCC1 ((4-Methyl-piperazin-1-yl)-(4-morpholin-4-ylmethyl-phenyl)-methanone dihydrochloride). The reactants are CN1CCN(CC1)C(=O)C1=CC=C(C=O)C=C1 (4-(4-Methyl-piperazine-1-carbonyl)-benzaldehyde), N1CCOCC1 (morpholine), C(C)(=O)O[BH-](OC(C)=O)OC(C)=O.[Na+] (sodium triacetoxyborohydride), [OH-].[Na+] (NaOH), C1(=C(C(=C(C(=C1F)F)F)N)F)N.Cl.Cl (dihydrochloride), Cl (HCl). Starting materials: BrC=1C=CC(=C(C=O)C1)O (5-bromo-2-hydroxybenzaldehyde), NCC1CCNCC1 (4-(aminomethyl)piperidine). Run in C(C)O (ethanol). Run at time 3 hour. Product: BrC1=CC(=C(C=C1)O)C=NCC1CCNCC1 (4-bromo-2-[N-(4-piperidylmethyl)iminomethyl]phenol). Yield: 106.2%. As a reaction SMILES: [Br:1][C:2]1[CH:3]=[CH:4][C:5]([OH:10])=[C:6]([CH:9]=1)[CH:7]=O.[NH2:11][CH2:12][CH:13]1[CH2:18][CH2:17][NH:16][CH2:15][CH2:14]1>C(O)C>[Br:1][C:2]1[CH:3]=[CH:4][C:5]([OH:10])=[C:6]([CH:7]=[N:11][CH2:12][CH:13]2[CH2:18][CH2:17][NH:16][CH2:15][CH2:14]2)[CH:9]=1. Procedure: A mixture of 5-bromo-2-hydroxybenzaldehyde (170 g) and 4-(aminomethyl)piperidine (96.9 g) in ethanol (2.5 L) was stirred at ambient temperature for 3 hours. The solvent was removed in vacuo to give 4-bromo-2-[N-(4-piperidylmethyl)iminomethyl]phenol (267 g) as a yellow solid m.p 35-38° C. Reactants: CC(C)(C)[Si](C)(C)Cl, CC(C)(CO)CO, ClCCl, O, c1c[nH]cn1. Yields the product CC(C)(CO)CO[Si](C)(C)C(C)(C)C. RXN SMILES: [C:13]([CH3:14])([CH3:15])([CH3:16])[Si:17]([Cl:18])([CH3:19])[CH3:20].[CH3:1][C:2]([CH2:3][OH:4])([CH2:5][OH:6])[CH3:7].[Cl:22][CH2:23][Cl:24].[OH2:21].[nH:8]1[cH:9][cH:10][n:11][cH:12]1>>[CH3:1][C:2]([CH2:3][O:4][Si:17]([C:13]([CH3:14])([CH3:15])[CH3:16])([CH3:19])[CH3:20])([CH2:5][OH:6])[CH3:7]. Starting materials: CC(C)(C)OC(=O)NC(Cc1ccc2ccccc2c1)C(=O)NC(Cc1ccc2ccccc2c1)c1nnnn1CCc1ccccc1, ClCCl, O=C(O)C(F)(F)F. The product is NC(Cc1ccc2ccccc2c1)C(=O)NC(Cc1ccc2ccccc2c1)c1nnnn1CCc1ccccc1. Reaction SMILES: [C:1]([O:2][C:3](=[O:4])[NH:7][CH:8]([CH2:9][c:10]1[cH:11][c:12]2[cH:13][cH:14][cH:15][cH:16][c:17]2[cH:18][cH:19]1)[C:20]([NH:21][CH:22]([CH2:23][c:24]1[cH:25][c:26]2[cH:27][cH:28][cH:29][cH:30][c:31]2[cH:32][cH:33]1)[c:34]1[n:35][n:36][n:37][n:38]1[CH2:39][CH2:40][c:41]1[cH:42][cH:43][cH:44][cH:45][cH:46]1)=[O:47])([CH3:5])([CH3:6])[CH3:48].[CH2:49]([Cl:50])[Cl:51].[OH:52][C:53]([C:54]([F:55])([F:56])[F:57])=[O:58]>>[NH2:7][CH:8]([CH2:9][c:10]1[cH:11][c:12]2[cH:13][cH:14][cH:15][cH:16][c:17]2[cH:18][cH:19]1)[C:20]([NH:21][CH:22]([CH2:23][c:24]1[cH:25][c:26]2[cH:27][cH:28][cH:29][cH:30][c:31]2[cH:32][cH:33]1)[c:34]1[n:35][n:36][n:37][n:38]1[CH2:39][CH2:40][c:41]1[cH:42][cH:43][cH:44][cH:45][cH:46]1)=[O:47]. Reactants: C1(=CC=CC=C1)CC=O (phenylacetaldehyde), Cl.C(C1=CC=CC=C1)ON (O-benzylhydroxylamine hydrochloride), C([O-])([O-])=O.[K+].[K+] (potassium carbonate). Solvent: CO (methanol). Yields the product C(C1=CC=CC=C1)ON=CCC1=CC=CC=C1 (Phenylacetaldehyde O-benzyloxime). The yield is 85.3%. As a reaction SMILES: [C:1]1([CH2:7][CH:8]=O)[CH:6]=[CH:5][CH:4]=[CH:3][CH:2]=1.Cl.[CH2:11]([O:18][NH2:19])[C:12]1[CH:17]=[CH:16][CH:15]=[CH:14][CH:13]=1.C(=O)([O-])[O-].[K+].[K+]>CO>[CH2:11]([O:18][N:19]=[CH:8][CH2:7][C:1]1[CH:2]=[CH:3][CH:4]=[CH:5][CH:6]=1)[C:12]1[CH:17]=[CH:16][CH:15]=[CH:14][CH:13]=1 |f:1.2,3.4.5|. Reported procedure: A mixture of 5 g of phenylacetaldehyde, 6.7 g of O-benzylhydroxylamine hydrochloride, and 3 g of potassium carbonate in 30 ml of aqueous methanol (1:1) was refluxed for 2 hours. The aqueous solution was extracted with ethyl acetate and the organic solution was dried and evaporated to give 8 g of crude product which was used without purification. Reactants: O=C([O-])[O-], CN(C)C(=O)Cl, CN(C)C=O, NC(=O)C(F)(F)F, [K+], [K+], O, Oc1ccc2c(c1)CCNC2CCBr. Yields the product NC(=O)C(F)(F)F, CN(C)C(=O)Oc1ccc2c(c1)CCNC2CCBr. Reaction SMILES: [C:22](=[O:23])([O-:24])[O-:25].[CH3:28][N:29]([C:30](=[O:31])[Cl:32])[CH3:33].[CH3:35][N:36]([CH3:37])[CH:38]=[O:39].[F:1][C:2]([C:3](=[O:4])[NH2:5])([F:6])[F:7].[K+:26].[K+:27].[OH2:34].[OH:8][c:9]1[cH:10][c:11]2[c:16]([cH:17][cH:18]1)[CH:15]([CH2:19][CH2:20][Br:21])[NH:14][CH2:13][CH2:12]2>>[F:1][C:2]([C:3](=[O:4])[NH2:5])([F:6])[F:7].[O:8]([c:9]1[cH:10][c:11]2[c:16]([cH:17][cH:18]1)[CH:15]([CH2:19][CH2:20][Br:21])[NH:14][CH2:13][CH2:12]2)[C:30]([N:29]([CH3:28])[CH3:33])=[O:31].